This data is from the Open Reaction Database (ORD), a public repository of structured organic reaction records. The task is: describe an organic reaction: reactants, conditions, products, and yield The reactants are CO, COc1nccc2c(Nc3c(Cl)cc(C#C[Si](C)(C)C)cc3Cl)nc3ccncc3c12, [K+], [K+], O=C([O-])[O-]. Yields the product C#Cc1cc(Cl)c(Nc2nc3ccncc3c3c(OC)nccc23)c(Cl)c1. As a reaction SMILES: [CH3:38][OH:39].[Cl:1][c:2]1[c:3]([NH:15][c:16]2[n:17][c:18]3[cH:19][cH:20][n:21][cH:22][c:23]3[c:24]3[c:25]2[cH:26][cH:27][n:28][c:29]3[O:30][CH3:31])[c:4]([Cl:14])[cH:5][c:6]([C:8]#[C:9][Si:10]([CH3:11])([CH3:12])[CH3:13])[cH:7]1.[K+:32].[K+:33].[O-:34][C:35]([O-:36])=[O:37]>>[Cl:1][c:2]1[c:3]([NH:15][c:16]2[n:17][c:18]3[cH:19][cH:20][n:21][cH:22][c:23]3[c:24]3[c:25]2[cH:26][cH:27][n:28][c:29]3[O:30][CH3:31])[c:4]([Cl:14])[cH:5][c:6]([C:8]#[CH:9])[cH:7]1. Starting materials: ClCCl, CC(C)(C)OC(=O)N1CCN(C(=O)OCc2ccccc2)C(CO)C1. Product: CC(C)(C)OC(=O)N1CCN(C(=O)OCc2ccccc2)C(C=O)C1. RXN SMILES: [Cl:26][CH2:27][Cl:28].[OH:1][CH2:2][CH:3]1[N:4]([C:16](=[O:17])[O:18][CH2:19][c:20]2[cH:21][cH:22][cH:23][cH:24][cH:25]2)[CH2:5][CH2:6][N:7]([C:9](=[O:10])[O:11][C:12]([CH3:13])([CH3:14])[CH3:15])[CH2:8]1>>[O:1]=[CH:2][CH:3]1[N:4]([C:16](=[O:17])[O:18][CH2:19][c:20]2[cH:21][cH:22][cH:23][cH:24][cH:25]2)[CH2:5][CH2:6][N:7]([C:9](=[O:10])[O:11][C:12]([CH3:13])([CH3:14])[CH3:15])[CH2:8]1. Reactants: C(C)(C)(C)OC(=O)N1C(=CC2=CC(=CC=C12)N1CCN(CC1)C)C=1C(N(C=C(C1)N)COCC[Si](C)(C)C)=O (2-[5-Amino-2-oxo-1-(2-trimethylsilanyl-ethoxymethyl)-1,2-dihydro-pyridin-3-yl]-5-(4-methyl-piperazin-1-yl)-indole-1-carboxylic acid tert-butyl ester), C(C)(C)(C)OC(=O)N1C(=CC2=CC(=CC=C12)N1CCN(CC1)C)C=1C(N(C=C(C1)N)COCC[Si](C)(C)C)=O (2-[5-amino-2-oxo-1-(2-trimethylsilanyl-ethoxymethyl)-1,2-dihydro-pyridin-3-yl]-5-(4-methyl-piperazin-1-yl)-indole-1-carboxylic acid tert-butyl ester), CC1=CC=C(CN2N=CC(=C2)C(=O)Cl)C=C1 (1-(4-methyl-benzyl)-1H-pyrazole-4-carbonyl chloride). Yields the product C(C)(C)(C)OC(=O)N1C(=CC2=CC(=CC=C12)N1CCN(CC1)C)C=1C(N(C=C(C1)NC(=O)C=1C=NN(C1)CC1=CC=C(C=C1)C)COCC[Si](C)(C)C)=O (2-[5-{[1-(4-Methyl-benzyl)-1H-pyrazole-4-carbonyl]-amino}-2-oxo-1-(2-trimethylsilanyl-ethoxymethyl)-1,2-dihydro-pyridin-3-yl]-5-(4-methyl-piperazin-1-yl)-indole-1-carboxylic acid tert-butyl ester). As a reaction SMILES: [C:1]([O:5][C:6]([N:8]1[C:16]2[C:11](=[CH:12][C:13]([N:17]3[CH2:22][CH2:21][N:20]([CH3:23])[CH2:19][CH2:18]3)=[CH:14][CH:15]=2)[CH:10]=[C:9]1[C:24]1[C:25](=[O:39])[N:26]([CH2:31][O:32][CH2:33][CH2:34][Si:35]([CH3:38])([CH3:37])[CH3:36])[CH:27]=[C:28]([NH2:30])[CH:29]=1)=[O:7])([CH3:4])([CH3:3])[CH3:2].[CH3:40][C:41]1[CH:55]=[CH:54][C:44]([CH2:45][N:46]2[CH:50]=[C:49]([C:51](Cl)=[O:52])[CH:48]=[N:47]2)=[CH:43][CH:42]=1>>[C:1]([O:5][C:6]([N:8]1[C:16]2[C:11](=[CH:12][C:13]([N:17]3[CH2:22][CH2:21][N:20]([CH3:23])[CH2:19][CH2:18]3)=[CH:14][CH:15]=2)[CH:10]=[C:9]1[C:24]1[C:25](=[O:39])[N:26]([CH2:31][O:32][CH2:33][CH2:34][Si:35]([CH3:36])([CH3:38])[CH3:37])[CH:27]=[C:28]([NH:30][C:51]([C:49]2[CH:48]=[N:47][N:46]([CH2:45][C:44]3[CH:54]=[CH:55][C:41]([CH3:40])=[CH:42][CH:43]=3)[CH:50]=2)=[O:52])[CH:29]=1)=[O:7])([CH3:2])([CH3:4])[CH3:3]. Reported procedure: The title compound was prepared by the route outlined in Scheme 10 and using the experimental from Example 115, Step 4, with intermediate (10e), 2-[5-amino-2-oxo-1-(2-trimethylsilanyl-ethoxymethyl)-1,2-dihydro-pyridin-3-yl]-5-(4-methyl-piperazin-1-yl)-indole-1-carboxylic acid tert-butyl ester (0.1 g, 0.18 mmol) and 1-(4-methyl-benzyl)-1H-pyrazole-4-carbonyl chloride (0.047 g, 0.2 mmol). The resultant crude product was purified by flash chromatography on SiO2 eluting with dichloromethane—8% metha...